Task: describe an organic reaction: reactants, conditions, products, and yield. Dataset: the Open Reaction Database (ORD), a public repository of structured organic reaction records Starting materials: COC1=CC=C(C(=O)N[C@H]2CN(CCC2)C=2N=C(C(=NC2)C(=O)N)NC2=CC=C(C=C2)C2CCNCC2)C=C1 ((R)-5-(3-(4-methoxybenzamido)piperidin-1-yl)-3-(4-(piperidin-4-yl)phenylamino)pyrazine-2-carboxamide), CN(C(=O)Cl)C (dimethylcarbamic chloride), CCN(C(C)C)C(C)C (DIEA). Solvent: CN1CCCC1=O (NMP). Product: CN(C(=O)N1CCC(CC1)C1=CC=C(C=C1)NC=1C(=NC=C(N1)N1C[C@@H](CCC1)NC(C1=CC=C(C=C1)OC)=O)C(=O)N)C ((R)-3-(4-(1-(dimethylcarbamoyl)piperidin-4-yl)phenylamino)-5-(3-(4-methoxybenzamido)piperidin-1-yl)pyrazine-2-carboxamide), Cl (HCl). Isolated yield 509.4%. Reaction SMILES: [CH3:1][O:2][C:3]1[CH:39]=[CH:38][C:6]([C:7]([NH:9][C@@H:10]2[CH2:15][CH2:14][CH2:13][N:12]([C:16]3[N:17]=[C:18]([NH:25][C:26]4[CH:31]=[CH:30][C:29]([CH:32]5[CH2:37][CH2:36][NH:35][CH2:34][CH2:33]5)=[CH:28][CH:27]=4)[C:19]([C:22]([NH2:24])=[O:23])=[N:20][CH:21]=3)[CH2:11]2)=[O:8])=[CH:5][CH:4]=1.CCN(C(C)C)C(C)C.[CH3:49][N:50]([CH3:54])[C:51]([Cl:53])=[O:52]>CN1C(=O)CCC1>[CH3:49][N:50]([CH3:54])[C:51]([N:35]1[CH2:36][CH2:37][CH:32]([C:29]2[CH:30]=[CH:31][C:26]([NH:25][C:18]3[C:19]([C:22]([NH2:24])=[O:23])=[N:20][CH:21]=[C:16]([N:12]4[CH2:13][CH2:14][CH2:15][C@@H:10]([NH:9][C:7](=[O:8])[C:6]5[CH:5]=[CH:4][C:3]([O:2][CH3:1])=[CH:39][CH:38]=5)[CH2:11]4)[N:17]=3)=[CH:27][CH:28]=2)[CH2:33][CH2:34]1)=[O:52].[ClH:53]. Procedure details: Compound 163 (40 mg, 0.07 mmol) was dissolved in 3 mL NMP. To it were added DIEA (125 μL, 0.71 mmol) and then dimethylcarbamic chloride (20 μL, 0.21 mmol). The reaction was quenched in 1 h using TFA (0.2 mL). The mixture was directly subjected to reverse phase preparative HPLC to isolate (R)-3-(4-(1-(dimethylcarbamoyl)piperidin-4-yl)phenylamino)-5-(3-(4-methoxybenzamido)piperidin-1-yl)pyrazine-2-carboxamide (172) as HCl salt (13 mg). MS found for C32H40N8O4 as (M+H)+ 601.3, (M−H)− 599.3. UV: λ=2... The reactants are FCCN1CCCC2=CCC(C=C12)(O)O (1-(2-Fluoro-ethyl)-7-hydroxy-1,2,3,4-tetrahydro-quinolin-7-ol), CN(C)C=O (DMF), O=P(Cl)(Cl)Cl (POCl3). Conditions: temperature 50 celsius, time 3 hour. Product: FCCN1CCCC2=CC(=C(C=C12)O)C=O (1 -(2-Fluoro-ethyl)7-hydroxy-1,2,3,4-tetrahydro-quinoline-6-carbaldehyde). Yield: 60.0%. Reaction SMILES: [F:1][CH2:2][CH2:3][N:4]1[C:13]2[C:8](=[CH:9][CH2:10][C:11]([OH:15])(O)[CH:12]=2)[CH2:7][CH2:6][CH2:5]1.O=P(Cl)(Cl)Cl.CN([CH:24]=[O:25])C>>[F:1][CH2:2][CH2:3][N:4]1[C:13]2[C:8](=[CH:9][C:10]([CH:24]=[O:25])=[C:11]([OH:15])[CH:12]=2)[CH2:7][CH2:6][CH2:5]1. Procedure: 290 mg (1.48 mmol) 1-(2-Fluoro-ethyl)-7-hydroxy-1,2,3,4-tetrahydro-quinolin-7-ol are dissolved in 5 mL DMF. 0.15 mL POCl3 are added dropwise at 0° C. The reaction mixture is slowly heated to 50° C., stirred an additional 3 h at this temperature, then cooled to RT and extracted with ethyl acetate and an aqueous saturated solution of sodium bicarbonate. The combined organic phases are washed with brine, dried over sodium sulphate and evaporated. The residue is column chromatographed (silica gel, e... Reactants: NS(=O)(=O)C1=C(C=CC=C1)CC(=O)OC (methyl 2-(aminosulfonyl)benzeneacetate), O.NN (hydrazine monohydrate). Solvent: C(C)O (ethanol). Yields the product NS(=O)(=O)C1=C(C=CC=C1)CC(=O)NN (2-(Aminosulfonyl)benzeneacetic acid, hydrazide). Isolated yield 76.7%. As a reaction SMILES: [NH2:1][S:2]([C:5]1[CH:10]=[CH:9][CH:8]=[CH:7][C:6]=1[CH2:11][C:12]([O:14]C)=O)(=[O:4])=[O:3].O.[NH2:17][NH2:18]>C(O)C>[NH2:1][S:2]([C:5]1[CH:10]=[CH:9][CH:8]=[CH:7][C:6]=1[CH2:11][C:12]([NH:17][NH2:18])=[O:14])(=[O:4])=[O:3] |f:1.2|. Reported procedure: To a suspension of 30 g of methyl 2-(aminosulfonyl)benzeneacetate in 125 ml of absolute ethanol was added 7.8 g of hydrazine monohydrate. The suspension was heated at reflux for about 16 hours, then cooled in an ice-water bath. A viscous oil formed which solidified on continued stirring and cooling. The suspension was filtered and suction-dried to give 23 g of the subject compound; m.p. 116°-125° C. Anal. Calc. for: C8H11N3O3S; C,41.9; H,4.8; N,18.3. Found: C,41.5; H,4.9; N,18.0. The product is C1(=CC=CC=C1)C1=NOC(=C1)C=O (3-phenylisoxazole-5-carbaldehyde). Isolated yield 67.9%. Conditions: time 2 hour. Reactants: C1(=CC=CC=C1)C1=NOC(=C1)CO ((3-phenylisoxazol-5-yl)methanol), [Cr](=O)(=O)([O-])Cl.[NH+]1=CC=CC=C1 (pyridinium chlorochromate). Solvent: C(Cl)Cl (DCM). Reported procedure: To (3-phenylisoxazol-5-yl)methanol (0.9 g, 5.1 mmol) in DCM (10 mL) was added pyridinium chlorochromate (PCC) (2.1 g, 10.2 mmol) and the mixture was stirred at room temperature for 2 hours. The reaction was quenched with water, extracted with EtOAc and dried over anhydrous sodium sulfate. The solution was then concentrated under vacuum to give 3-phenylisoxazole-5-carbaldehyde as a light yellow solid (600 mg). Reaction SMILES: [C:1]1([C:7]2[CH:11]=[C:10]([CH2:12][OH:13])[O:9][N:8]=2)[CH:6]=[CH:5][CH:4]=[CH:3][CH:2]=1.[Cr](Cl)([O-])(=O)=O.[NH+]1C=CC=CC=1>C(Cl)Cl>[C:1]1([C:7]2[CH:11]=[C:10]([CH:12]=[O:13])[O:9][N:8]=2)[CH:2]=[CH:3][CH:4]=[CH:5][CH:6]=1 |f:1.2|.